From a dataset of the Open Reaction Database (ORD), a public repository of structured organic reaction records. describe an organic reaction: reactants, conditions, products, and yield The reactants are CN(C1C(CCCC1)O)C (2-dimethylamino-1-cyclohexanol), BrCCCCCCCC (1-bromooctane), CN(C=O)C (dimethylformamide). Solvent: CC=1C=CC(=CC1)C (p-Xylene). Yields the product [Br-].OC1C(CCCC1)[N+](CCCCCCCC)(C)C ((2-hydroxycyclohexyl)(dimethyl)octylammonium bromide). Reaction SMILES: [CH3:1][N:2]([CH3:10])[CH:3]1[CH2:8][CH2:7][CH2:6][CH2:5][CH:4]1[OH:9].[Br:11][CH2:12][CH2:13][CH2:14][CH2:15][CH2:16][CH2:17][CH2:18][CH3:19].CN(C)C=O>CC1C=CC(C)=CC=1>[Br-:11].[OH:9][CH:4]1[CH2:5][CH2:6][CH2:7][CH2:8][CH:3]1[N+:2]([CH3:10])([CH3:1])[CH2:12][CH2:13][CH2:14][CH2:15][CH2:16][CH2:17][CH2:18][CH3:19] |f:4.5|. Reported procedure: A solution comprising 5 g of 2-dimethylamino-1-cyclohexanol, 10 g of 1-bromooctane and 5 ml of dimethylformamide was heated in a glass pressure bottle at about 95° for 16 hours. p-Xylene (25 ml) was added and the solution was concentrated at 60° using a film evaporator to remove dimethylformamide as its azeotrope with xylene. A second 25 ml portion of p-xylene was added and the azeotrope distilled until the residue was free of volatile material. This residue was dissolved in water, and the aqueo... RXN SMILES: Cl[C:2]1[N:10]=[CH:9][N:8]=[C:7]2[C:3]=1[N:4]=[CH:5][N:6]2[CH:11]1[CH2:16][CH2:15][CH2:14][CH2:13][O:12]1.[F:17][C:18]1[C:23](B(O)O)=[CH:22][CH:21]=[CH:20][N:19]=1.C([O-])(=O)C.[K+].C(O)C>O>[F:17][C:18]1[C:23]([C:2]2[N:10]=[CH:9][N:8]=[C:7]3[C:3]=2[N:4]=[CH:5][N:6]3[CH:11]2[CH2:16][CH2:15][CH2:14][CH2:13][O:12]2)=[CH:22][CH:21]=[CH:20][N:19]=1 |f:2.3|. Reported procedure: The 6-chloro-9-(tetrahydro-2H-pyran-2-yl)-9H-purine (239 mg, 1 mmol) prepared at Step 6, 2-fluoropyridin-3-yl boronic acid (189 mg, 1.3 mmol), potassium acetate (216 mg, 2.2 mmol), and bis(di-tert-butyl-(4-dimethyl amino phenyl) phosphine)dichloropalladium (14 mg, 0.02 mmol) were added into a mixed solvent of ethanol and water (5/1). The reactant was refluxed and stirred under nitrogen pressure at 80° C. for 2 hours. After the reaction, the solution was concentrated and washed with water and sal... Isolated yield 93.0%. Product: FC1=NC=CC=C1C1=C2N=CN(C2=NC=N1)C1OCCCC1 (6-(2-fluoropyridin-3-yl)-9-(tetrahydro-2H-pyran-2-yl)-9H-purine). The solvent is O (water). Conditions: temperature 80 celsius, time 2 hour. The reactants are ClC1=C2N=CN(C2=NC=N1)C1OCCCC1 (6-chloro-9-(tetrahydro-2H-pyran-2-yl)-9H-purine), FC1=NC=CC=C1B(O)O (2-fluoropyridin-3-yl boronic acid), C(C)(=O)[O-].[K+] (potassium acetate), bis(di-tert-butyl-(4-dimethyl amino phenyl) phosphine)dichloropalladium, C(C)O (ethanol), target compound. Starting materials: [Li]CCCC, C1CCOC1, O=S(=O)(Cl)c1ccccc1Cl, O=C1CC2(CCN1)CCN(c1ccc(OC(F)(F)F)cc1)C2=O. Yields the product O=C1CC2(CCN(c3ccc(OC(F)(F)F)cc3)C2=O)CCN1S(=O)(=O)c1ccccc1Cl. RXN SMILES: [CH2:24]([Li:25])[CH2:26][CH2:27][CH3:28].[CH2:40]1[O:41][CH2:42][CH2:43][CH2:44]1.[Cl:29][c:30]1[c:31]([S:36](=[O:37])(=[O:38])[Cl:39])[cH:32][cH:33][cH:34][cH:35]1.[F:1][C:2]([O:3][c:4]1[cH:5][cH:6][c:7]([N:10]2[C:11](=[O:21])[C:12]3([CH2:13][CH2:14]2)[CH2:15][C:16](=[O:20])[NH:17][CH2:18][CH2:19]3)[cH:8][cH:9]1)([F:22])[F:23]>>[F:1][C:2]([O:3][c:4]1[cH:5][cH:6][c:7]([N:10]2[C:11](=[O:21])[C:12]3([CH2:13][CH2:14]2)[CH2:15][C:16](=[O:20])[N:17]([S:36]([c:31]2[c:30]([Cl:29])[cH:35][cH:34][cH:33][cH:32]2)(=[O:37])=[O:38])[CH2:18][CH2:19]3)[cH:8][cH:9]1)([F:22])[F:23]. Reactants: OC=1C=C(C=O)C=CC1OCC (3-hydroxy-4-ethoxybenzaldehyde), CC(=O)C1=CC(=C(C(=C1)OC)OC)OC (3,4,5-trimethoxyacetophenone), [OH-].[Na+] (sodium hydroxide). Run in C(C)(=O)OCC (ethyl acetate), CO (methanol). The product is OC=1C=C(C=CC1OCC)\C=C\C(=O)C1=CC(=C(C(=C1)OC)OC)OC ((E)-1-(3-hydroxy4-ethoxyphenyl)-3-(3,4,5-trimethoxyphenyl)prop-1-en-3-one). Isolated yield 14.1%. RXN SMILES: [OH:1][C:2]1[CH:3]=[C:4]([CH:7]=[CH:8][C:9]=1[O:10][CH2:11][CH3:12])[CH:5]=O.[CH3:13][C:14]([C:16]1[CH:21]=[C:20]([O:22][CH3:23])[C:19]([O:24][CH3:25])=[C:18]([O:26][CH3:27])[CH:17]=1)=[O:15].[OH-].[Na+]>CO.C(OCC)(=O)C>[OH:1][C:2]1[CH:3]=[C:4](/[CH:5]=[CH:13]/[C:14]([C:16]2[CH:17]=[C:18]([O:26][CH3:27])[C:19]([O:24][CH3:25])=[C:20]([O:22][CH3:23])[CH:21]=2)=[O:15])[CH:7]=[CH:8][C:9]=1[O:10][CH2:11][CH3:12] |f:2.3|. Reported procedure: A mixture of 3-hydroxy-4-ethoxybenzaldehyde (0.350 g, 2.5 mmol), 3,4,5-trimethoxyacetophenone (0.443 mg, 2.5 mmol) and 50% w/v of aqueous sodium hydroxide (3.37 ml, 0.042 mol) in methanol (5 ml) at room temperature for 18 h. An orange solid was isolated by filtration, dissolved in ethyl acetate which was subsequently dried over MgSO4 and reduced in vacuo. Purification by column chromatography (SiO2, petroleum:ether (40:60 v/v) with an increasing gradient of ethyl acetate) yielded 0.126 g (16.7%)... Reactants: CC1(C)OC(=O)C(=CC(=O)Cl)O1, ClCCl, Cl, CONCc1ccc(F)cc1SC. Product: CON(Cc1ccc(F)cc1SC)C(=O)C=C1OC(C)(C)OC1=O. As a reaction SMILES: [CH3:15][C:16]1([CH3:26])[O:17][C:18](=[O:25])[C:19](=[CH:21][C:22](=[O:23])[Cl:24])[O:20]1.[Cl:27][CH2:28][Cl:29].[ClH:1].[F:2][c:3]1[cH:4][c:5]([S:13][CH3:14])[c:6]([CH2:7][NH:8][O:9][CH3:10])[cH:11][cH:12]1>>[F:2][c:3]1[cH:4][c:5]([S:13][CH3:14])[c:6]([CH2:7][N:8]([O:9][CH3:10])[C:22]([CH:21]=[C:19]2[C:18](=[O:25])[O:17][C:16]([CH3:15])([CH3:26])[O:20]2)=[O:23])[cH:11][cH:12]1. Starting materials: CCOC(=O)C (EtOAc), C(C)C1=C(C(=NN1CCC)CC1=CC=C(C=C1)C1=C(C=CC=C1)S(=O)(=O)NC(C)(C)C)C(=O)OC (Methyl 5-ethyl-1-propyl-3-[[2'-(tert-butylaminosulfonyl)-1,1'-biphenyl-4-yl]methyl]-1H-pyrazole-4-carboxylate), C1(=CC=CC=C1)OC (anisole). Solvent: FC(C(=O)O)(F)F (trifluoroacetic acid). Reaction conditions: time 18 hour. Product: NS(=O)(=O)C1=C(C=CC=C1)C1=CC=C(C=C1)CC1=C(C(=NN1CCC)CC)C(=O)OC (Methyl 5-[[2'-(aminosulfonyl)-1,1'-biphenyl-4-yl]methyl]-3-ethyl-1-propyl-1H-pyrazole-4-carboxylate). RXN SMILES: [CH2:1]([C:3]1[N:7](CCC)[N:6]=[C:5]([CH2:11][C:12]2[CH:17]=[CH:16][C:15]([C:18]3[CH:23]=[CH:22][CH:21]=[CH:20][C:19]=3[S:24]([NH:27]C(C)(C)C)(=[O:26])=[O:25])=[CH:14][CH:13]=2)[C:4]=1[C:32]([O:34][CH3:35])=[O:33])[CH3:2].[C:36]1(OC)[CH:41]=CC=C[CH:37]=1.CCOC(C)=O>FC(F)(F)C(O)=O>[NH2:27][S:24]([C:19]1[CH:20]=[CH:21][CH:22]=[CH:23][C:18]=1[C:15]1[CH:16]=[CH:17][C:12]([CH2:11][C:5]2[N:6]([CH2:37][CH2:36][CH3:41])[N:7]=[C:3]([CH2:1][CH3:2])[C:4]=2[C:32]([O:34][CH3:35])=[O:33])=[CH:13][CH:14]=1)(=[O:26])=[O:25]. Procedure details: To a solution of the compound obtained in example 43 (2.65 g, 5.3 mmol) in trifluoroacetic acid (58 mL) was added anisole (1 mL) and the mixture stirred under an argon atmosphere for 18 h. The solvent was concentrated and the residue purified by chromatography on silica-gel (hexane-EtOAc mixtures) to give a 1:1 mixture of regioisomers, from which the title compound was obtained as a white solid by recrystallization from EtOAc (1.34 g, 57%). Reactants: Cl (hydrochloric acid), C1(=CC=CC=C1)C1=NN(C=C1CCC(=O)OCC)CC1=CC(=CC=C1)C(=O)NC1=NC=CC=C1 (ethyl 3-[3-phenyl-1-[3-(2-pyridylaminocarbonyl)benzyl]-1H-pyrazol-4-yl]propionate), [OH-].[Na+] (sodium hydroxide), C(C)O (ethanol). Run in O1CCCC1 (tetrahydrofuran). Run at time 1 hour. Product: C1(=CC=CC=C1)C1=NN(C=C1CCC(=O)O)CC1=CC(=CC=C1)C(=O)NC1=NC=CC=C1 (3-[3-phenyl-1-[3-(2-pyridylaminocarbonyl)benzyl]-1H-pyrazol-4-yl]propionic acid). Yield: 58.6%. RXN SMILES: [C:1]1([C:7]2[C:11]([CH2:12][CH2:13][C:14]([O:16]CC)=[O:15])=[CH:10][N:9]([CH2:19][C:20]3[CH:25]=[CH:24][CH:23]=[C:22]([C:26]([NH:28][C:29]4[CH:34]=[CH:33][CH:32]=[CH:31][N:30]=4)=[O:27])[CH:21]=3)[N:8]=2)[CH:6]=[CH:5][CH:4]=[CH:3][CH:2]=1.[OH-].[Na+].C(O)C.Cl>O1CCCC1>[C:1]1([C:7]2[C:11]([CH2:12][CH2:13][C:14]([OH:16])=[O:15])=[CH:10][N:9]([CH2:19][C:20]3[CH:25]=[CH:24][CH:23]=[C:22]([C:26]([NH:28][C:29]4[CH:34]=[CH:33][CH:32]=[CH:31][N:30]=4)=[O:27])[CH:21]=3)[N:8]=2)[CH:2]=[CH:3][CH:4]=[CH:5][CH:6]=1 |f:1.2|. Procedure details: A mixture of ethyl 3-[3-phenyl-1-[3-(2-pyridylaminocarbonyl)benzyl]-1H-pyrazol-4-yl]propionate (200 mg), 1 N aqueous sodium hydroxide solution (0.88 ml), ethanol (1 ml), and tetrahydrofuran (1 ml) was stirred at room temperature for one hour. 1 N hydrochloric acid (0.88 ml) was added to the reaction mixture, which was extracted with ethyl acetate. The ethyl acetate layer was washed with saturated aqueous sodium chloride solution, dried (MgSO4), and concentrated. The obtained crystals were collec...